This data is from the Open Reaction Database (ORD), a public repository of structured organic reaction records. The task is: describe an organic reaction: reactants, conditions, products, and yield Reactants: NC=1C(=NC=CC1)NC1=CC=CC(=N1)C (3-amino-2-(2-methyl-6-pyridylamino)-pyridine), S(O)(O)(=O)=O (sulfuric acid), N(=O)[O-].[Na+] (sodium nitrite). Solvent: O (water), O (water). Yields the product CC1=NC(=CC=C1)N1N=NC=2C1=NC=CC2 (3-(2-methyl-6-pyridyl)-3H-1,2,3-triazolo[4,5-b]pyridine). RXN SMILES: [NH2:1][C:2]1[C:3]([NH:8][C:9]2[N:14]=[C:13]([CH3:15])[CH:12]=[CH:11][CH:10]=2)=[N:4][CH:5]=[CH:6][CH:7]=1.S(=O)(=O)(O)O.[N:21]([O-])=O.[Na+]>O>[CH3:15][C:13]1[CH:12]=[CH:11][CH:10]=[C:9]([N:8]2[C:3]3=[N:4][CH:5]=[CH:6][CH:7]=[C:2]3[N:1]=[N:21]2)[N:14]=1 |f:2.3|. Reported procedure: A mixture of 1.0 g. of the crude amine from Step B, 20 ml. of water and 3 ml. of concentrated sulfuric acid was stirred, cooled to 0°-5° C. and treated dropwise with a solution of 0.345 g. of sodium nitrite in 2 ml. of water. After an additional hour at 0°-5° C. and storage at room temperature over the weekend, the precipitate was collected and recrystallized from 6 ml. of ethanol to give 3-(2-methyl-6-pyridyl)-3H-1,2,3-triazolo[4,5-b]pyridine, m.p. 144°-145° C.